Dataset: the Open Reaction Database (ORD), a public repository of structured organic reaction records. Task: describe an organic reaction: reactants, conditions, products, and yield Starting materials: C(C)(C)(C)C1=NN=C(S1)NC(=O)CC=1N=C(SC1)N (4-(5-tert-butyl-1,3,4-thiadiazol-2-ylcarbamoylmethyl)-2-aminothiazole), CN=C=O (methyl isocyanate). The solvent is N1=CC=CC=C1 (pyridine). Yields the product C(C)(C)(C)C1=NN=C(S1)NC(=O)CC=1N=C(SC1)NC(=O)NC (4-(5-TERT-BUTYL-1,3,4-THIADIAZOL-2-YLCARBAMOYLMETHYL)-2-(3-METHYLUREIDO)THIAZOLE). The yield is 70.5%. RXN SMILES: [C:1]([C:5]1[S:9][C:8]([NH:10][C:11]([CH2:13][C:14]2[N:15]=[C:16]([NH2:19])[S:17][CH:18]=2)=[O:12])=[N:7][N:6]=1)([CH3:4])([CH3:3])[CH3:2].[CH3:20][N:21]=[C:22]=[O:23]>N1C=CC=CC=1>[C:1]([C:5]1[S:9][C:8]([NH:10][C:11]([CH2:13][C:14]2[N:15]=[C:16]([NH:19][C:22]([NH:21][CH3:20])=[O:23])[S:17][CH:18]=2)=[O:12])=[N:7][N:6]=1)([CH3:4])([CH3:2])[CH3:3]. Procedure details: A reaction mixture comprising 3.0 g (0.01 mole) of 4-(5-tert-butyl-1,3,4-thiadiazol-2-ylcarbamoylmethyl)-2-aminothiazole, 50 ml of pyridine and 0.8 g (0.014 mole) of methyl isocyanate was heated at 35°-37° for four hours. The reaction solution was allowed to stand over the weekend at ambient temperature. Most of the pyridine was removed by employing a rotary evaporator. The residue was mixed with hexane and the crude solid was collected. The filter cake was well washed with ethyl acetate. There ... Product: COc1cccc(Oc2ccc([N+](=O)[O-])cc2C#N)c1. Reaction SMILES: [C:22](=[O:23])([O-:24])[O-:25].[CH3:13][O:14][c:15]1[cH:16][cH:17][cH:18][c:19]([OH:20])[cH:21]1.[CH3:28][C:29]#[N:30].[Cl:1][c:2]1[c:3]([C:4]#[N:5])[cH:6][c:7]([N+:10](=[O:11])[O-:12])[cH:8][cH:9]1.[K+:26].[K+:27].[OH2:31]>>[c:2]1([O:20][c:19]2[cH:18][cH:17][cH:16][c:15]([O:14][CH3:13])[cH:21]2)[c:3]([C:4]#[N:5])[cH:6][c:7]([N+:10](=[O:11])[O-:12])[cH:8][cH:9]1. The reactants are O=C([O-])[O-], COc1cccc(O)c1, CC#N, N#Cc1cc([N+](=O)[O-])ccc1Cl, [K+], [K+], O. The reactants are C(C)C1C(CC(C(C(OC(C2CCCCN2C(C(C2(C(CC(C(C(CC(CC(=C1)C)C)OC)O2)OC)C)O)=O)=O)=O)C(=CC2CC(C(CC2)=O)OCC=C)C)C)O)=O (17-ethyl-1,14-dihydroxy-12-[2'-(3"-allyloxy-4"-oxocyclohexyl]-1'-methylvinyl]-23,25-dimethoxy-13,19,21,27-tetramethyl-11,28-dioxa-4-azatricyclo[22.3.1.04,9 ]octacos-18-ene-2,3,10,16-tetraone), C(C1=CC=CC=C1)N (benzyl amine), C(#N)[BH3-].[Na+] (sodium cyanoborohydride), ice water. Solvent: C(C)(C)O (isopropyl alcohol), C(C)(C)O (isopropyl alcohol). Reaction conditions: time 30 minute. Yields the product C(C)C1C(CC(C(C(OC(C2CCCCN2C(C(C2(C(CC(C(C(CC(CC(=C1)C)C)OC)O2)OC)C)O)=O)=O)=O)C(=CC2CC(C(CC2)NCC2=CC=CC=C2)OCC=C)C)C)O)=O (17-Ethyl-1,14-dihydroxy-12-[2'-(4"-benzylamino-3"-allyloxycyclohexyl)-1'-methylvinyl]-23,25-dimethoxy-13,19,21,27-tetramethyl-11,28-dioxa-4-azatricyclo[22.3.1.04,9 ]octacos-18-ene-2,3,10,16-tetraone). RXN SMILES: [CH2:1]([CH:3]1[CH:29]=[C:28]([CH3:30])[CH2:27][CH:26]([CH3:31])[CH2:25][CH:24]([O:32][CH3:33])[CH:23]2[O:34][C:19]([OH:38])([CH:20]([CH3:37])[CH2:21][CH:22]2[O:35][CH3:36])[C:18](=[O:39])[C:17](=[O:40])[N:16]2[CH:11]([CH2:12][CH2:13][CH2:14][CH2:15]2)[C:10](=[O:41])[O:9][CH:8]([C:42]([CH3:55])=[CH:43][CH:44]2[CH2:49][CH2:48][C:47](=O)[CH:46]([O:51][CH2:52][CH:53]=[CH2:54])[CH2:45]2)[CH:7]([CH3:56])[CH:6]([OH:57])[CH2:5][C:4]1=[O:58])[CH3:2].[CH2:59]([NH2:66])[C:60]1[CH:65]=[CH:64][CH:63]=[CH:62][CH:61]=1.C([BH3-])#N.[Na+]>C(O)(C)C>[CH2:1]([CH:3]1[CH:29]=[C:28]([CH3:30])[CH2:27][CH:26]([CH3:31])[CH2:25][CH:24]([O:32][CH3:33])[CH:23]2[O:34][C:19]([OH:38])([CH:20]([CH3:37])[CH2:21][CH:22]2[O:35][CH3:36])[C:18](=[O:39])[C:17](=[O:40])[N:16]2[CH:11]([CH2:12][CH2:13][CH2:14][CH2:15]2)[C:10](=[O:41])[O:9][CH:8]([C:42]([CH3:55])=[CH:43][CH:44]2[CH2:49][CH2:48][CH:47]([NH:66][CH2:59][C:60]3[CH:65]=[CH:64][CH:63]=[CH:62][CH:61]=3)[CH:46]([O:51][CH2:52][CH:53]=[CH2:54])[CH2:45]2)[CH:7]([CH3:56])[CH:6]([OH:57])[CH2:5][C:4]1=[O:58])[CH3:2] |f:2.3|. Procedure details: To a solution of 17-ethyl-1,14-dihydroxy-12-[2'-(3"-allyloxy-4"-oxocyclohexyl]-1'-methylvinyl]-23,25-dimethoxy-13,19,21,27-tetramethyl-11,28-dioxa-4-azatricyclo[22.3.1.04,9 ]octacos-18-ene-2,3,10,16-tetraone in dry isopropyl alcohol (3 ml) is added benzyl amine (86.5 mg). The mixture is stirred at r.t. for 30 minutes, and then cooled to -78° C. To this solution is added a solution of sodium cyanoborohydride (6.7 mg) in isopropyl alcohol (0.5 ml). The reaction is stirred at -78° C. and poured int... The reactants are CC(=CCO)CCCC(C)CCCC(C)CCCC(C)C, CCCCCCCCC=CCCCCCCCC(=O)O, CCCCCC, C(=NC1CCCCC1)=NC1CCCCC1, [Cl-]. Product: CCCCCCCCC=CCCCCCCCC(=O)OCC=C(C)CCCC(C)CCCC(C)CCCC(C)C. As a reaction SMILES: [CH3:1][CH:2]([CH3:3])[CH2:4][CH2:5][CH2:6][CH:7]([CH3:8])[CH2:9][CH2:10][CH2:11][CH:12]([CH3:13])[CH2:14][CH2:15][CH2:16][C:17]([CH3:18])=[CH:19][CH2:20][OH:21].[CH3:38][CH2:39][CH2:40][CH2:41][CH2:42][CH2:43][CH2:44][CH2:45][CH:46]=[CH:47][CH2:48][CH2:49][CH2:50][CH2:51][CH2:52][CH2:53][CH2:54][C:55]([OH:56])=[O:57].[CH3:58][CH2:59][CH2:60][CH2:61][CH2:62][CH3:63].[CH:22]1([N:23]=[C:24]=[N:25][CH:26]2[CH2:27][CH2:28][CH2:29][CH2:30][CH2:31]2)[CH2:32][CH2:33][CH2:34][CH2:35][CH2:36]1.[Cl-:37]>>[CH3:1][CH:2]([CH3:3])[CH2:4][CH2:5][CH2:6][CH:7]([CH3:8])[CH2:9][CH2:10][CH2:11][CH:12]([CH3:13])[CH2:14][CH2:15][CH2:16][C:17]([CH3:18])=[CH:19][CH2:20][O:21][C:55]([CH2:54][CH2:53][CH2:52][CH2:51][CH2:50][CH2:49][CH2:48][CH:47]=[CH:46][CH2:45][CH2:44][CH2:43][CH2:42][CH2:41][CH2:40][CH2:39][CH3:38])=[O:56]. The reactants are C(C)OC(=O)C=1NC2=CC=C(C=C2C1)C (5-methyl-1H-indole-2-carboxylic acid ethyl ester), BrCC=1C2=C(SC1)C=CC(=C2)F (3-bromomethyl-5-fluoro-benzo[b]thiophene). Product: FC1=CC2=C(SC=C2CN2C(=CC3=CC(=CC=C23)C)C(=O)O)C=C1 (1-(5-Fluoro-benzo[b]thiophen-3-ylmethyl)-5-methyl-1H-indole-2-carboxylic acid). RXN SMILES: C([O:3][C:4]([C:6]1[NH:7][C:8]2[C:13]([CH:14]=1)=[CH:12][C:11]([CH3:15])=[CH:10][CH:9]=2)=[O:5])C.Br[CH2:17][C:18]1[C:19]2[CH:26]=[C:25]([F:27])[CH:24]=[CH:23][C:20]=2[S:21][CH:22]=1>>[F:27][C:25]1[CH:24]=[CH:23][C:20]2[S:21][CH:22]=[C:18]([CH2:17][N:7]3[C:8]4[C:13](=[CH:12][C:11]([CH3:15])=[CH:10][CH:9]=4)[CH:14]=[C:6]3[C:4]([OH:3])=[O:5])[C:19]=2[CH:26]=1. Reported procedure: Using general procedure B, 5-methyl-1H-indole-2-carboxylic acid ethyl ester was coupled with 3-bromomethyl-5-fluoro-benzo[b]thiophene (Lit. 18) and the product obtained was hydrolyzed to give the title compound as white solid. MS: 338.1 ([M−H]−). Reactants: C(C)C(CO)CCCC (2-Ethylhexanol), N1=CC=CC=C1 (pyridine), C1(=CC=C(C=C1)S(=O)(=O)Cl)C (p-toluenesulfonyl chloride). Solvent: CCOCC (ether). Reaction conditions: temperature -5 celsius, time 3 hour. The product is C1(=CC=C(C=C1)S(=O)(=O)OCC(CCCC)CC)C (2-ethyhexanyl p-toluenesulfonate). Reaction SMILES: [CH2:1]([CH:3]([CH2:6][CH2:7][CH2:8][CH3:9])[CH2:4][OH:5])[CH3:2].N1C=CC=CC=1.[C:16]1([CH3:26])[CH:21]=[CH:20][C:19]([S:22](Cl)(=[O:24])=[O:23])=[CH:18][CH:17]=1>CCOCC>[C:16]1([CH3:26])[CH:21]=[CH:20][C:19]([S:22]([O:5][CH2:4][CH:3]([CH2:1][CH3:2])[CH2:6][CH2:7][CH2:8][CH3:9])(=[O:24])=[O:23])=[CH:18][CH:17]=1. Procedure details: 2-Ethylhexanol (50.51 g, 0.384 tool) and pyridine (260 mL) are combined in a flask fitted with a condenser, internal thermometer, mechanical stirrer and argon inlet. The solution is cooled to -5° C. and to it is added p-toluenesulfonyl chloride (89.63 g, 0.416 mol) in portions via Gooch tubing so as to maintain the reaction temperature -5°-5° C. After 3 h, (40 mL) is added in portions so as to keep the temperature of the reaction below 5° C. The reaction mixture is warmed to room temperature and... Starting materials: CS(=O)(=O)O (Methanesulfonic acid), ClC=1C(=C(C=CC1)NC(=O)C1=CC(=CC=2NC(=NC21)C2(CC2)C)NC(=O)C2=C(C=CC=C2)C(F)(F)F)C (N-(3-chloro-2-methylphenyl)-2-(1-methylcyclopropyl)-6-({[2-(trifluoromethyl)phenyl]carbonyl}amino)-1H-benzimidazole-4-carboxamide). Solvent: CO (MeOH). Reaction conditions: time 30 minute. Product: CS(=O)(=O)O.ClC=1C(=C(C=CC1)NC(=O)C1=CC(=CC=2NC(=NC21)C2(CC2)C)NC(=O)C2=C(C=CC=C2)C(F)(F)F)C (N-(3-Chloro-2-methylphenyl)-2-(1-methylcyclopropyl)-6-({[2-(trifluoromethyl)phenyl]carbonyl}amino)-1H-benzimidazole-4-carboxamide methanesulfonate). Reaction SMILES: [CH3:1][S:2]([OH:5])(=[O:4])=[O:3].[Cl:6][C:7]1[C:8]([CH3:42])=[C:9]([NH:13][C:14]([C:16]2[C:24]3[N:23]=[C:22]([C:25]4([CH3:28])[CH2:27][CH2:26]4)[NH:21][C:20]=3[CH:19]=[C:18]([NH:29][C:30]([C:32]3[CH:37]=[CH:36][CH:35]=[CH:34][C:33]=3[C:38]([F:41])([F:40])[F:39])=[O:31])[CH:17]=2)=[O:15])[CH:10]=[CH:11][CH:12]=1>CO>[CH3:1][S:2]([OH:5])(=[O:4])=[O:3].[Cl:6][C:7]1[C:8]([CH3:42])=[C:9]([NH:13][C:14]([C:16]2[C:24]3[N:23]=[C:22]([C:25]4([CH3:28])[CH2:27][CH2:26]4)[NH:21][C:20]=3[CH:19]=[C:18]([NH:29][C:30]([C:32]3[CH:37]=[CH:36][CH:35]=[CH:34][C:33]=3[C:38]([F:39])([F:40])[F:41])=[O:31])[CH:17]=2)=[O:15])[CH:10]=[CH:11][CH:12]=1 |f:3.4|. Reported procedure: Methanesulfonic acid (1 Eq) was added to a suspension of N-(3-chloro-2-methylphenyl)-2-(1-methylcyclopropyl)-6-({[2-(trifluoromethyl)phenyl]carbonyl}amino)-1H-benzimidazole-4-carboxamide (250 mg) (obtained in Example 85) in MeOH (2 ml). After stirring at room temperature for 30 minutes, MeOH was removed under reduced pressure to obtain the titled compound as white powder. The reactants are N1=CC=CC2=C1NC1=C(C(N2)=O)C=CC=C1 (5,11-dihydro-6H-pyrido[2,3-b][1,4]benzodiazepin-6-one), C(OC)(=O)Cl (methyl chlorocarbonate). Run in O1CCOCC1 (dioxan), C1(=CC=CC=C1)C (toluene). The product is COC(=O)N1C2=C(NC(C3=C1C=CC=C3)=O)C=CC=N2 (5,11-dihydro-11-methoxycarbonyl-6H-pyrido[2,3-b][1,4]benzodiazepin-6-one). As a reaction SMILES: [N:1]1[C:6]2[NH:7][C:8]3[CH:16]=[CH:15][CH:14]=[CH:13][C:9]=3[C:10](=[O:12])[NH:11][C:5]=2[CH:4]=[CH:3][CH:2]=1.[C:17](Cl)(=[O:20])[O:18][CH3:19]>O1CCOCC1.C1(C)C=CC=CC=1>[CH3:19][O:18][C:17]([N:7]1[C:8]2[CH:16]=[CH:15][CH:14]=[CH:13][C:9]=2[C:10](=[O:12])[NH:11][C:5]2[CH:4]=[CH:3][CH:2]=[N:1][C:6]1=2)=[O:20]. Reported procedure: From 5,11-dihydro-6H-pyrido[2,3-b][1,4]benzodiazepin-6-one and methyl chlorocarbonate in a mixture of dioxan and toluene, 5,11-dihydro-11-methoxycarbonyl-6H-pyrido[2,3-b][1,4]benzodiazepin-6-one was obtained, m.p. 266°-267° C. (D) (from 1,2-dichloroethane); RXN SMILES: [F:1][C:2]([c:3]1[cH:4][cH:5][c:6](-[n:9]2[n:10][c:11]([CH:18]3[CH2:19][CH2:20][N:21]([C:24]#[N:25])[CH2:22][CH2:23]3)[c:12]3[cH:13][cH:14][cH:15][cH:16][c:17]23)[cH:7][cH:8]1)([F:26])[F:27].[Na+:34].[OH-:33].[OH2:35].[S:28](=[O:29])(=[O:30])([OH:31])[OH:32]>>[F:1][C:2]([c:3]1[cH:4][cH:5][c:6](-[n:9]2[n:10][c:11]([CH:18]3[CH2:19][CH2:20][NH:21][CH2:22][CH2:23]3)[c:12]3[cH:13][cH:14][cH:15][cH:16][c:17]23)[cH:7][cH:8]1)([F:26])[F:27]. Product: FC(F)(F)c1ccc(-n2nc(C3CCNCC3)c3ccccc32)cc1. Starting materials: N#CN1CCC(c2nn(-c3ccc(C(F)(F)F)cc3)c3ccccc23)CC1, [Na+], [OH-], O, O=S(=O)(O)O. Starting materials: COC(=O)C(C)c1ccc(CC(C)C)cc1, [Na], O, OCc1cccnc1. Yields the product CC(C)Cc1ccc(C(C)C(=O)OCc2cccnc2)cc1. Reaction SMILES: [CH3:10][O:11][C:12]([CH:13]([CH3:14])[c:15]1[cH:16][cH:17][c:18]([CH2:21][CH:22]([CH3:23])[CH3:24])[cH:19][cH:20]1)=[O:25].[Na:1].[OH2:26].[OH:2][CH2:3][c:4]1[cH:5][n:6][cH:7][cH:8][cH:9]1>>[O:2]([CH2:3][c:4]1[cH:5][n:6][cH:7][cH:8][cH:9]1)[C:12](=[O:11])[CH:13]([CH3:14])[c:15]1[cH:16][cH:17][c:18]([CH2:21][CH:22]([CH3:23])[CH3:24])[cH:19][cH:20]1.